Dataset: the Open Reaction Database (ORD), a public repository of structured organic reaction records. Task: describe an organic reaction: reactants, conditions, products, and yield Starting materials: NC=1C=NC=CC1OC (3-amino-4-methoxypyridine), Cl (hydrochloric acid), OO (hydrogen peroxide), C([O-])(O)=O.[Na+] (sodium bicarbonate). Yields the product NC=1C(=NC=CC1OC)Cl (3-Amino-2-chloro-4-methoxypyridine). Reaction SMILES: [NH2:1][C:2]1[CH:3]=[N:4][CH:5]=[CH:6][C:7]=1[O:8][CH3:9].OO.C(=O)(O)[O-].[Na+].[ClH:17]>>[NH2:1][C:2]1[C:3]([Cl:17])=[N:4][CH:5]=[CH:6][C:7]=1[O:8][CH3:9] |f:2.3|. Procedure details: To a solution of 6.4 g (51 mmol) of 3-amino-4-methoxypyridine in 30 mL of 37 percent aqueous hydrochloric acid was slowly added 7.8 g of 30 percent aqueous hydrogen peroxide at room temperature with stirring. After 30 min this solution was slowly poured into 300 mL of saturated aqueous sodium bicarbonate and the resulting mixture was extracted with ether (3×200mL). The ethereal extracts were combined, dried over magnesium sulfate, and filtered, The fittrate was concentrated by evaporation under ... Starting materials: O=C([O-])[O-], c1ccc2c(c1)CCC1CNCCC21, [K+], [K+], O=[N+]([O-])c1ccc(CCBr)cc1, CN(C)C=O. Yields the product O=[N+]([O-])c1ccc(CCN2CCC3c4ccccc4CCC3C2)cc1. RXN SMILES: [C:15](=[O:16])([O-:17])[O-:18].[CH2:1]1[CH2:2][NH:3][CH2:4][CH:5]2[CH2:6][CH2:7][c:8]3[c:9]([cH:11][cH:12][cH:13][cH:14]3)[CH:10]12.[K+:19].[K+:20].[N+:21](=[O:22])([O-:23])[c:24]1[cH:25][cH:26][c:27]([CH2:28][CH2:29][Br:30])[cH:31][cH:32]1.[O:33]=[CH:34][N:35]([CH3:36])[CH3:37]>>[CH2:1]1[CH2:2][N:3]([CH2:29][CH2:28][c:27]2[cH:26][cH:25][c:24]([N+:21](=[O:22])[O-:23])[cH:32][cH:31]2)[CH2:4][CH:5]2[CH2:6][CH2:7][c:8]3[c:9]([cH:11][cH:12][cH:13][cH:14]3)[CH:10]12. Starting materials: TEA, O1CCC(CC1)N (tetrahydro-2H-pyran-4-amine), ClC1=NC(=CC=C1[N+](=O)[O-])Cl (2,6-dichloro-3-nitropyridine). The solvent is AcN. Conditions: temperature 0 celsius, time 1.5 hour. Product: ClC1=CC=C(C(=N1)NC1CCOCC1)[N+](=O)[O-] (6-Chloro-3-nitro-N-(tetrahydro-2H-pyran-4-yl)pyridin-2-amine). Isolated yield 65.3%. As a reaction SMILES: Cl[C:2]1[C:7]([N+:8]([O-:10])=[O:9])=[CH:6][CH:5]=[C:4]([Cl:11])[N:3]=1.[O:12]1[CH2:17][CH2:16][CH:15]([NH2:18])[CH2:14][CH2:13]1>>[Cl:11][C:4]1[N:3]=[C:2]([NH:18][CH:15]2[CH2:16][CH2:17][O:12][CH2:13][CH2:14]2)[C:7]([N+:8]([O-:10])=[O:9])=[CH:6][CH:5]=1. Reported procedure: To a suspension of 2,6-dichloro-3-nitropyridine (6 g, 31.1 mmol) in AcN (200 mL) at 0° C., TEA (9 mL, 62.2 mmol) and tetrahydro-2H-pyran-4-amine (3.15 g. 31.1 mmol) were added. The reaction mixture was stirred at 0° C. for 1.5 h. The reaction crude was tempered and stirred at room temperature for 18 h. The reaction mixture was evaporated under reduced pressure, dissolved in EtOAc, and washed thrice with saturated NaHCO3 aqueous solution. The combined organic phases were dried over MgSO4 and conc...